Dataset: the Open Reaction Database (ORD), a public repository of structured organic reaction records. Task: describe an organic reaction: reactants, conditions, products, and yield Starting materials: C(C)(=O)N1C(SCC1C(=O)O)C1=C(C=CC(=C1)OC(C)=O)O (3-acetyl-2-(2-hydroxy-5-acetyloxyphenyl)-1,3-thiazolidine-4-carboxylic acid), ethyl ester, S1CNCC1 (thiazolidine). The product is C(C)OC(=O)C1N(C(SC1)C1=C(C=CC(=C1)OC(C)=O)O)C(C)=O (Ethyl-3-acetyl-2-(2-hydroxy-5-acetyloxyphenyl)-1,3-thiazolidine-4-carboxylate). As a reaction SMILES: [C:1]([N:4]1[CH:8]([C:9]([OH:11])=[O:10])[CH2:7][S:6][CH:5]1[C:12]1[CH:17]=[C:16]([O:18][C:19](=[O:21])[CH3:20])[CH:15]=[CH:14][C:13]=1[OH:22])(=[O:3])[CH3:2].S1[CH2:27][CH2:26]NC1>>[CH2:26]([O:10][C:9]([CH:8]1[CH2:7][S:6][CH:5]([C:12]2[CH:17]=[C:16]([O:18][C:19](=[O:21])[CH3:20])[CH:15]=[CH:14][C:13]=2[OH:22])[N:4]1[C:1](=[O:3])[CH3:2])=[O:11])[CH3:27]. Procedure: The procedure described above for the preparation of 3-acetyl-2-(2-hydroxy-5-acetyloxyphenyl)-1,3-thiazolidine-4-carboxylic acid (4) was followed to prepare 12, except an ethyl ester of the thiazolidine was employed as starting material. Reactants: Cc1cnc(Cl)nc1-c1cc2ccc(NC(=O)OC(C)(C)C)cc2s1, C1COCCO1, CN1CCN(CCCN)CC1. The product is Cc1cnc(NCCCN2CCN(C)CC2)nc1-c1cc2ccc(NC(=O)OC(C)(C)C)cc2s1. Reaction SMILES: [C:1]([CH3:2])([CH3:3])([CH3:4])[O:5][C:6]([NH:7][c:8]1[cH:9][cH:10][c:11]2[c:12]([s:13][c:14](-[c:16]3[n:17][c:18]([Cl:23])[n:19][cH:20][c:21]3[CH3:22])[cH:15]2)[cH:24]1)=[O:25].[CH2:37]1[O:38][CH2:39][CH2:40][O:41][CH2:42]1.[NH2:26][CH2:27][CH2:28][CH2:29][N:30]1[CH2:31][CH2:32][N:33]([CH3:36])[CH2:34][CH2:35]1>>[C:1]([CH3:2])([CH3:3])([CH3:4])[O:5][C:6]([NH:7][c:8]1[cH:9][cH:10][c:11]2[c:12]([s:13][c:14](-[c:16]3[n:17][c:18]([NH:26][CH2:27][CH2:28][CH2:29][N:30]4[CH2:31][CH2:32][N:33]([CH3:36])[CH2:34][CH2:35]4)[n:19][cH:20][c:21]3[CH3:22])[cH:15]2)[cH:24]1)=[O:25]. Starting materials: COCCN1C(=NC=C(C1=O)C(=O)OCC)C1=CSC=C1 (Ethyl 1,6-dihydro-1-(2-methoxyethyl)-6-oxo-2-(3-thienyl)-5-pyrimidinecarboxylate), COCCN1C(=NC=C(C1=O)C(=O)OCC)C1=CSC=C1 (ethyl 1,6-dihydro-1-(2-methoxyethyl)-6-oxo-2-(3-thienyl)-5-pyrimidinecarboxylate), [I-].[Li+] (lithium iodide). The product is COCCN1C(=NC=C(C1=O)C(=O)O)C1=CSC=C1 (1,6-dihydro-1-(2-methoxyethyl)-6-oxo-2-(3-thienyl)-5-pyrimidinecarboxylic acid). The solvent is C(C)(=O)OCC (ethyl acetate). Procedure details: Ethyl 1,6-dihydro-1-(2-methoxyethyl)-6-oxo-2-(3-thienyl)-5-pyrimidinecarboxylate a (1.82 g, 5.90 mmol) (i.e. the product from Example 10, Step B) was dissolved in ethyl acetate and treated with lithium iodide (powder, 2.36 g, 17.6 mmol) and heated to reflux for 16 h. The crude reaction mixture was concentrated under reduced pressure and then aqueous sodium bicarbonate solution was added and the resulting solution was extracted with ethyl acetate which was then discarded. The aqueous layer was ma... As a reaction SMILES: [CH3:1][O:2][CH2:3][CH2:4][N:5]1[C:10](=[O:11])[C:9]([C:12]([O:14]CC)=[O:13])=[CH:8][N:7]=[C:6]1[C:17]1[CH:21]=[CH:20][S:19][CH:18]=1.[I-].[Li+]>C(OCC)(=O)C>[CH3:1][O:2][CH2:3][CH2:4][N:5]1[C:10](=[O:11])[C:9]([C:12]([OH:14])=[O:13])=[CH:8][N:7]=[C:6]1[C:17]1[CH:21]=[CH:20][S:19][CH:18]=1 |f:1.2|. The reactants are ON1C(C=C(C=C1CC(CC(C)(C)C)C)C)=O (1-hydroxy-4-methyl-6-(2,4,4-trimethylpentyl)-2-pyridone), methyl, cyclohexyl, C1(=CC=CC=C1)CCC=1C(NC=CC1)=O (β-phenylethyl-2-pyridone), 1-hydroxy-3,4-dimethyl-6-benzyl- or -6-dimethylbenzyl-2-pyridone, 6-n-heptyl- or -6-isoheptyl-2-pyridone, 1-hydroxy-4-methyl-6-octyl- or -6-isooctyl-2-pyridone, ON1C(C=C(C=C1C1C2CCC(C1)C2)C)=O (1-hydroxy-4-methyl-6-(2-bicyclo[2,2,1]heptyl)-2-pyridone). As a reaction SMILES: ON1C(CC(C)CC(C)(C)C)=CC(C)=CC1=O.[OH:18][N:19]1[C:24]([CH:25]2[CH2:30][CH:29]3C[CH:26]2[CH2:27][CH2:28]3)=[CH:23][C:22]([CH3:32])=[CH:21][C:20]1=[O:33].C1(CCC2C(=O)NC=CC=2)C=CC=CC=1>>[OH:18][N:19]1[C:24]([CH:25]2[CH2:30][CH2:29][CH2:28][CH2:27][CH2:26]2)=[CH:23][C:22]([CH3:32])=[CH:21][C:20]1=[O:33]. Run in 1-hydroxy-4-methyl-6-cyclohexylmethyl- or 6-cyclohexylethyl-2-pyridone. Yields the product ON1C(C=C(C=C1C1CCCCC1)C)=O (1-hydroxy-4-methyl-6-cyclohexyl-2-pyridone). Procedure: 1-hydroxy-4-methyl-6-(2,4,4-trimethylpentyl)-2-pyridone, 1-hydroxy-4-methyl-6-n-hexyl, -6-iso-hexyl-, 6-n-heptyl- or -6-isoheptyl-2-pyridone, 1-hydroxy-4-methyl-6-octyl- or -6-isooctyl-2-pyridone, in particular 1-hydroxy-4-methyl-6-cyclohexylmethyl- or 6-cyclohexylethyl-2-pyridone, it being possible for the cyclohexyl radical in each case also to carry a methyl radical, 1-hydroxy-4-methyl-6-(2-bicyclo[2,2,1]heptyl)-2-pyridone, 1-hydroxy-3,4-dimethyl-6-benzyl- or -6-dimethylbenzyl-2-pyridone or 1...